Dataset: the Open Reaction Database (ORD), a public repository of structured organic reaction records. Task: describe an organic reaction: reactants, conditions, products, and yield The reactants are CCOC(=O)c1cn(C)c2c(OCC)csc2c1=O, CCO, N. The product is CCOc1csc2c(=O)c(C(N)=O)cn(C)c12. Reaction SMILES: [CH2:1]([CH3:2])[O:3][c:4]1[cH:5][s:6][c:7]2[c:8]1[n:9]([CH3:19])[cH:10][c:11]([C:14](=[O:15])[O:16][CH2:17][CH3:18])[c:12]2=[O:13].[CH3:21][CH2:22][OH:23].[NH3:20]>>[CH2:1]([CH3:2])[O:3][c:4]1[cH:5][s:6][c:7]2[c:8]1[n:9]([CH3:19])[cH:10][c:11]([C:14](=[O:15])[NH2:20])[c:12]2=[O:13]. Reactants: NC1=CC=C(C=C1)S (4-aminothiophenol), BrC=1C=C(C=CC1)C1(CCOCC1)C#N (4-(3-bromophenyl)tetrahydro-2H-pyran-4-carbonitrile), C([O-])([O-])=O.[Na+].[Na+] (sodium carbonate), C([O-])([O-])=O.[Cs+].[Cs+] (cesium carbonate), ice water. Yields the product NC1=CC=C(C=C1)SC=1C=C(C=CC1)C1(CCOCC1)C#N (4-{3-[(4-aminophenyl)thio]phenyl}tetrahydro-2H-pyran-4-carbonitrile). Reaction conditions: temperature 130 celsius. As a reaction SMILES: Br[C:2]1[CH:3]=[C:4]([C:8]2([C:14]#[N:15])[CH2:13][CH2:12][O:11][CH2:10][CH2:9]2)[CH:5]=[CH:6][CH:7]=1.C(=O)([O-])[O-].[Na+].[Na+].C(=O)([O-])[O-].[Cs+].[Cs+].[NH2:28][C:29]1[CH:34]=[CH:33][C:32]([SH:35])=[CH:31][CH:30]=1>CCCCCC.C(OCC)(=O)C.CN1C(=O)CCC1>[NH2:28][C:29]1[CH:34]=[CH:33][C:32]([S:35][C:2]2[CH:3]=[C:4]([C:8]3([C:14]#[N:15])[CH2:13][CH2:12][O:11][CH2:10][CH2:9]3)[CH:5]=[CH:6][CH:7]=2)=[CH:31][CH:30]=1 |f:1.2.3,4.5.6|. Reported procedure: A mixture of 4-(3-bromophenyl)tetrahydro-2H-pyran-4-carbonitrile (5.0 g, 18.79 mmol) (example 3), sodium carbonate (13.94 g, 131.58 mmol) and cesium carbonate (9.18 g, 28.19 mmol) was evacuated under vacuum for about 15 minutes. N-methyl pyrrolidinone (35 mL) and 4-aminothiophenol (2.8 g, 22.57 mmol) were added to this mixture under nitrogen atmosphere and heated at about 130° C. for about 15 hours. The reaction mixture was cooled to room temperature, poured over ice water and stirred. The mixtu... The solvent is CN1CCCC1=O (N-methyl pyrrolidinone), C(C)(=O)OCC (ethyl acetate), CCCCCC (hexane). Reactants: O=[N+]([O-])c1cc(F)cnc1Br, CO, N. Product: Nc1ncc(F)cc1[N+](=O)[O-]. Reaction SMILES: [Br:1][c:2]1[n:3][cH:4][c:5]([F:11])[cH:6][c:7]1[N+:8](=[O:9])[O-:10].[CH3:13][OH:14].[NH3:12]>>[c:2]1([NH2:12])[n:3][cH:4][c:5]([F:11])[cH:6][c:7]1[N+:8](=[O:9])[O-:10]. The reactants are CSC=1N=NC(=CN1)C(C)NC(OC(C)(C)C)=O (tert-butyl 1-[3-(methylthio)-1,2,4-triazin-6-yl]ethylcarbamate), COC=1C=C(C=C(C1OC)OC)NC=1N=NC(=CN1)C(C)NC(OC(C)(C)C)=O (tert-Butyl 1-{3-[(3,4,5-trimethoxyphenyl)amino]-1,2,4-triazin-6-yl}ethylcarbamate), Cl (HCl). The solvent is CO (methanol), O1CCOCC1 (dioxane). Conditions: time 30 minute. The product is Cl.NC(C)C1=CN=C(N=N1)NC1=CC(=C(C(=C1)OC)OC)OC (6-(1-aminoethyl)-N-(3,4,5-trimethoxyphenyl)-1,2,4-triazin-3-amine hydrochloride). RXN SMILES: CSC1N=NC(C(NC(=O)OC(C)(C)C)C)=CN=1.[CH3:19][O:20][C:21]1[CH:22]=[C:23]([NH:31][C:32]2[N:33]=[N:34][C:35]([CH:38]([NH:40]C(=O)OC(C)(C)C)[CH3:39])=[CH:36][N:37]=2)[CH:24]=[C:25]([O:29][CH3:30])[C:26]=1[O:27][CH3:28].[ClH:48]>CO.O1CCOCC1>[ClH:48].[NH2:40][CH:38]([C:35]1[N:34]=[N:33][C:32]([NH:31][C:23]2[CH:22]=[C:21]([O:20][CH3:19])[C:26]([O:27][CH3:28])=[C:25]([O:29][CH3:30])[CH:24]=2)=[N:37][CH:36]=1)[CH3:39] |f:5.6|. Procedure: To a stirred solution of tert-butyl 1-[3-(methylthio)-1,2,4-triazin-6-yl]ethylcarbamate (Intermediate 8) (1.2 g, 3.1 mmol) in methanol (10 mL) was added 4N HCl in dioxane (10 mL). After stirring for 30 minutes the volatiles were removed under reduced pressure to provide 6-(1-aminoethyl)-N-(3,4,5-trimethoxyphenyl)-1,2,4-triazin-3-amine hydrochloride as a foam. The foam was dissolved in methanol, ammonium hydroxide was added to neutralize the acid, and silica gel (5 g) was added followed by evapor... Reactants: CC1=CC=C(C=C1)S(=O)(=O)OCC1CC2=C(O1)C=1C3CCC(C1C(=C2)OC)CC3 ((±)-(5-methoxy-2,3,6,7,8,9-hexahydro-6,9-ethanonaphtho[1,2-b]furan-2-yl)methyl 4-methylbenzenesulfonate), [N-]=[N+]=[N-].[Na+] (sodium azide), Intermediate 24. Yields the product N(=[N+]=[N-])CC1CC2=C(O1)C=1C3CCC(C1C(=C2)OC)CC3 ((±)-2-(azidomethyl)-5-methoxy-2,3,6,7,8,9-hexahydro-6,9-ethanonaphtho[1,2-b]furan). RXN SMILES: CC1C=CC(S(O[CH2:12][CH:13]2[O:17][C:16]3[C:18]4[CH:19]5[CH2:29][CH2:28][CH:22]([C:23]=4[C:24]([O:26][CH3:27])=[CH:25][C:15]=3[CH2:14]2)[CH2:21][CH2:20]5)(=O)=O)=CC=1.[N-:30]=[N+:31]=[N-:32].[Na+]>>[N:30]([CH2:12][CH:13]1[O:17][C:16]2[C:18]3[CH:19]4[CH2:29][CH2:28][CH:22]([C:23]=3[C:24]([O:26][CH3:27])=[CH:25][C:15]=2[CH2:14]1)[CH2:21][CH2:20]4)=[N+:31]=[N-:32] |f:1.2|. Procedure details: Treatment of (±)-(5-methoxy-2,3,6,7,8,9-hexahydro-6,9-ethanonaphtho[1,2-b]furan-2-yl)methyl 4-methylbenzenesulfonate (5.45 g, 13.1 mmol) with sodium azide (3.419 g, 52.6 mmol) generally according to the procedure described for Intermediate 24 gave (±)-2-(azidomethyl)-5-methoxy-2,3,6,7,8,9-hexahydro-6,9-ethanonaphtho[1,2-b]furan. Treatment of the azide with palladium on carbon (10 wt. %, 0.350 g) generally according to the procedure described for Example 2 gave 2.88 g (74%) of (±)-1-(5-methoxy-2,... Starting materials: CC(=O)[O-], CC(C)c1cccc(C(C)C)c1NC(=O)N(c1ccccc1)c1nnn(CCCCCCCCO)n1, CCOCC, ClCCl, [Na+], O=[Cr](=O)([O-])Cl, c1cc[nH+]cc1. Product: CC(C)c1cccc(C(C)C)c1NC(=O)N(c1ccccc1)c1nnn(CCCCCCCC=O)n1. As a reaction SMILES: [CH3:13][C:14](=[O:15])[O-:16].[CH3:17][CH:18]([CH3:19])[c:20]1[c:21]([NH:29][C:30]([N:31]([c:32]2[cH:33][cH:34][cH:35][cH:36][cH:37]2)[c:38]2[n:39][n:40][n:41]([CH2:43][CH2:44][CH2:45][CH2:46][CH2:47][CH2:48][CH2:49][CH2:50][OH:51])[n:42]2)=[O:52])[c:22]([CH:26]([CH3:27])[CH3:28])[cH:23][cH:24][cH:25]1.[CH3:53][CH2:54][O:55][CH2:56][CH3:57].[Cl:58][CH2:59][Cl:60].[Na+:12].[O:1]=[Cr:2]([Cl:3])([O-:4])=[O:5].[nH+:6]1[cH:7][cH:8][cH:9][cH:10][cH:11]1>>[CH3:17][CH:18]([CH3:19])[c:20]1[c:21]([NH:29][C:30]([N:31]([c:32]2[cH:33][cH:34][cH:35][cH:36][cH:37]2)[c:38]2[n:39][n:40][n:41]([CH2:43][CH2:44][CH2:45][CH2:46][CH2:47][CH2:48][CH2:49][CH:50]=[O:51])[n:42]2)=[O:52])[c:22]([CH:26]([CH3:27])[CH3:28])[cH:23][cH:24][cH:25]1. Starting materials: C(C)OC(=O)C1(CC1)C1=CC=C(C=C1)C1=CC=C(C=C1)C=1C=NN(C1NC(=O)OC(C)(C)C)C (1-[4′-(5-tert-Butoxycarbonylamino-1-methyl-1H-pyrazol-4-yl)-biphenyl-4-yl]-cyclopropanecarboxylic acid ethyl ester). Solvent: Cl (HCl). Run at time 30 minute. Product: C(C)OC(=O)C1(CC1)C1=CC=C(C=C1)C1=CC=C(C=C1)C=1C=NN(C1N)C (1-[4′-(5-Amino-1-methyl-1H-pyrazol-4-yl)-biphenyl-4-yl]-cyclopropanecarboxylic acid ethyl ester), hydrochloride salt. RXN SMILES: [CH2:1]([O:3][C:4]([C:6]1([C:9]2[CH:14]=[CH:13][C:12]([C:15]3[CH:20]=[CH:19][C:18]([C:21]4[CH:22]=[N:23][N:24]([CH3:34])[C:25]=4[NH:26]C(OC(C)(C)C)=O)=[CH:17][CH:16]=3)=[CH:11][CH:10]=2)[CH2:8][CH2:7]1)=[O:5])[CH3:2]>Cl>[CH2:1]([O:3][C:4]([C:6]1([C:9]2[CH:10]=[CH:11][C:12]([C:15]3[CH:20]=[CH:19][C:18]([C:21]4[CH:22]=[N:23][N:24]([CH3:34])[C:25]=4[NH2:26])=[CH:17][CH:16]=3)=[CH:13][CH:14]=2)[CH2:8][CH2:7]1)=[O:5])[CH3:2]. Procedure details: 1-[4′-(5-tert-Butoxycarbonylamino-1-methyl-1H-pyrazol-4-yl)-biphenyl-4-yl]-cyclopropanecarboxylic acid ethyl ester (0.49 g, 1.1 mmol) was dissolved in HCl (4 N in dioxane, 3 mL) and stirred at room temperature for 30 minutes. The reaction was concentrated to dryness to yield the title compound as the hydrochloride salt.